describe an organic reaction: reactants, conditions, products, and yield From a dataset of the Open Reaction Database (ORD), a public repository of structured organic reaction records. The reactants are C1(CCCCC1)SCCCO (3-cyclohexylthio-1-propanol), C(C)(=O)O (acetic acid), [OH-].[Na+] (sodium hydroxide). The product is C1(CCCCC1)S(=O)(=O)CCCO (3-cyclohexylsulfonyl-1-propanol). RXN SMILES: [CH:1]1([S:7][CH2:8][CH2:9][CH2:10][OH:11])[CH2:6][CH2:5][CH2:4][CH2:3][CH2:2]1.[OH-:12].[Na+].C(O)(=[O:16])C>>[CH:1]1([S:7]([CH2:8][CH2:9][CH2:10][OH:11])(=[O:16])=[O:12])[CH2:6][CH2:5][CH2:4][CH2:3][CH2:2]1 |f:1.2|. Reported procedure: To a solution of 3-cyclohexylthio-1-propanol (60 g) in glacial acetic acid (250 ml) hydrogen peroxide (35% in water, 210 ml) was added at 10° C. followed by reflux for 2 h. After cooling the mixture was poured onto ice followed by extraction with ethyl acetate (1 l). The organic phase was washed several times with 1 M sodium hydroxide. Removal of solvent gave an oil which was treated at reflux temperature with 1 M sodium hydroxide (600 ml) for 1 h. Extraction with ethyl acetate, drying of the or... Starting materials: CC(C)O, CCN(C(C)C)C(C)C, Clc1cc2nccn2c(Cl)n1, O=C(O)C(F)(F)F, N#Cc1ccc(NCCN)nc1, O. Product: N#Cc1ccc(NCCNc2nc(Cl)cc3nccn23)nc1. As a reaction SMILES: [CH3:41][CH:42]([OH:43])[CH3:44].[CH:31]([N:32]([CH2:33][CH3:34])[CH:35]([CH3:36])[CH3:37])([CH3:38])[CH3:39].[Cl:1][c:2]1[n:3][c:4]([Cl:11])[cH:5][c:6]2[n:7]1[cH:8][cH:9][n:10]2.[F:12][C:13]([F:14])([F:15])[C:16]([OH:17])=[O:18].[NH2:19][CH2:20][CH2:21][NH:22][c:23]1[n:24][cH:25][c:26]([C:27]#[N:28])[cH:29][cH:30]1.[OH2:40]>>[c:2]1([NH:19][CH2:20][CH2:21][NH:22][c:23]2[n:24][cH:25][c:26]([C:27]#[N:28])[cH:29][cH:30]2)[n:3][c:4]([Cl:11])[cH:5][c:6]2[n:7]1[cH:8][cH:9][n:10]2. Starting materials: [Si](C)(C)(C(C)(C)C)OC[C@@H]1[C@H](C[C@@H](O1)N1C(=O)NC(=O)C(C)=C1)C(C=CCC)=O (5'-O-tert-Butyldimethylsilyl-3'-deoxy-3'-ethylacrylylthymidine), C[N+]1(CCOCC1)[O-] (4-methylmorpholine-N-oxide), S([O-])(O)=O.[Na+] (sodium bisulfite), I(=O)(=O)(=O)[O-].[Na+] (sodium periodate). The reagents and catalysts are [Os](=O)(=O)(=O)=O (osmium tetroxide). Run in CC(=O)C (acetone), O (water). Conditions: time 2 hour. Product: [Si](C)(C)(C(C)(C)C)OC[C@@H]1[C@H](C[C@@H](O1)N1C(=O)NC(=O)C(C)=C1)C=O (5'-O-tert-butyldimethylsilyl-3'-deoxy-3'-formylthymidine). The yield is 69.6%. As a reaction SMILES: [Si:1]([O:8][CH2:9][C@H:10]1[O:14][C@@H:13]([N:15]2[CH:23]=[C:21]([CH3:22])[C:19](=[O:20])[NH:18][C:16]2=[O:17])[CH2:12][C@@H:11]1[C:24](=[O:29])C=CCC)([C:4]([CH3:7])([CH3:6])[CH3:5])([CH3:3])[CH3:2].C[N+]1([O-])CCOCC1.I([O-])(=O)(=O)=O.[Na+].S(=O)(O)[O-].[Na+]>CC(C)=O.O.[Os](=O)(=O)(=O)=O>[Si:1]([O:8][CH2:9][C@H:10]1[O:14][C@@H:13]([N:15]2[CH:23]=[C:21]([CH3:22])[C:19](=[O:20])[NH:18][C:16]2=[O:17])[CH2:12][C@@H:11]1[CH:24]=[O:29])([C:4]([CH3:7])([CH3:6])[CH3:5])([CH3:3])[CH3:2] |f:2.3,4.5|. Procedure details: 5'-O-tert-Butyldimethylsilyl-3'-deoxy-3'-formylthymidine (Compound 11, Table VII) was prepared by dissolving 5'-O-tert-Butyldimethylsilyl-3'-deoxy-3'-ethylacrylylthymidine (1 g, 2.3 mmole) and 4-methylmorpholine-N-oxide (0.52 g, 4.4 mmole) in a solution of 40 ml acetone and 4 ml water to give a clear pale yellow solution. Aqueous osmium tetroxide (11.2 ml, 0.050 g/ml, 2.2 mmole) was then added and the resulting pale yellow mixture stirred for 2 hours. After this time 1.17 g sodium periodate (5.4... Product: COC(=O)COc1ccc(-c2ccccc2F)nc1. Reactants: COC(=O)CBr, Oc1ccc(-c2ccccc2F)nc1, [H-], [Na+], CN(C)C=O. RXN SMILES: [CH3:17][O:18][C:19]([CH2:20][Br:21])=[O:22].[F:3][c:4]1[c:5](-[c:10]2[cH:11][cH:12][c:13]([OH:16])[cH:14][n:15]2)[cH:6][cH:7][cH:8][cH:9]1.[H-:1].[Na+:2].[O:23]=[CH:24][N:25]([CH3:26])[CH3:27]>>[F:3][c:4]1[c:5](-[c:10]2[cH:11][cH:12][c:13]([O:16][CH2:20][C:19]([O:18][CH3:17])=[O:22])[cH:14][n:15]2)[cH:6][cH:7][cH:8][cH:9]1. Reactants: CC#N, FC(F)(F)CN=C=S, N#CCCCCn1ccc(N)n1. The product is N#CCCCCn1ccc(NC(=S)NCC(F)(F)F)n1. As a reaction SMILES: [CH3:21][C:22]#[N:23].[F:13][C:14]([CH2:15][N:16]=[C:17]=[S:18])([F:19])[F:20].[NH2:1][c:2]1[n:3][n:4]([CH2:7][CH2:8][CH2:9][CH2:10][C:11]#[N:12])[cH:5][cH:6]1>>[NH:1]([c:2]1[n:3][n:4]([CH2:7][CH2:8][CH2:9][CH2:10][C:11]#[N:12])[cH:5][cH:6]1)[C:17]([NH:16][CH2:15][C:14]([F:13])([F:19])[F:20])=[S:18].